Dataset: the Open Reaction Database (ORD), a public repository of structured organic reaction records. Task: describe an organic reaction: reactants, conditions, products, and yield The reactants are NC1=C(C(=O)O)C=C(C=C1)Cl (2-amino-5-chlorobenzoic acid), CN(C=O)C (N,N-dimethylformamide), BrN1C(CCC1=O)=O (N-bromosuccinimide). The solvent is O (water). Conditions: time 10 hour. Yields the product NC1=C(C(=O)O)C=C(C=C1C)Br (2-amino-5-bromo-3-methylbenzoic acid). RXN SMILES: N[C:2]1[CH:10]=[CH:9][C:8](Cl)=[CH:7][C:3]=1[C:4]([OH:6])=[O:5].C[N:13]([CH3:16])C=O.[Br:17]N1C(=O)CCC1=O>O>[NH2:13][C:16]1[C:8]([CH3:7])=[CH:9][C:10]([Br:17])=[CH:2][C:3]=1[C:4]([OH:6])=[O:5]. Procedure: To a mixture of 1.5 g of 2-amino-5-chlorobenzoic acid and 100 ml of N,N-dimethylformamide was added 1.8 g of N-bromosuccinimide at room temperature, and the mixture was stirred at room temperature for 10 hours. After 30 ml of water was poured into the reaction mixture, the mixture was extracted with ethyl acetate three times. The organic layers were combined, washed with an aqueous saturated sodium chloride solution, dried over anhydrous magnesium sulfate, and concentrated under reduced pressure...